Dataset: the Open Reaction Database (ORD), a public repository of structured organic reaction records. Task: describe an organic reaction: reactants, conditions, products, and yield Starting materials: BrC=1C=C(CC=2C=3C(C(NN2)=O)=C(NC3C)C)C=CC1 (4-(3-bromobenzyl)-5,7-dimethyl-2,6-dihydro-1H-pyrrolo[3,4-d]pyridazin-1-one), C(C)N(C(C)C)C(C)C (N-ethyl-N-isopropylpropan-2-amine), CCOC(=O)C (EtOAc). Reagents/catalysts: CN(C1=CC=NC=C1)C (N,N-dimethylpyridin-4-amine), [C-]#[O+].[C-]#[O+].[C-]#[O+].[C-]#[O+].[C-]#[O+].[C-]#[O+].[Mo] (molybdenum hexacarbonyl), C(C)(=O)O[Pd]CC1=C(C=CC=C1)P(C1=C(C=CC=C1)C)C1=C(C=CC=C1)C (acetoxy(2-(dio-tolylphosphino)benzyl)palladium). Solvent: O1CCOCC1 (dioxane), O (water), O (water). Run at temperature 150 celsius. Product: CC=1NC(=C2C(NN=C(C21)CC=2C=C(C(=O)O)C=CC2)=O)C (3-((5,7-dimethyl-1-oxo-2,6-dihydro-1H-pyrrolo[3,4-d]pyridazin-4-yl)methyl)benzoic acid). Yield: 100.0%. RXN SMILES: Br[C:2]1[CH:3]=[C:4]([CH:18]=[CH:19][CH:20]=1)[CH2:5][C:6]1[C:7]2[C:8](=[C:13]([CH3:17])[NH:14][C:15]=2[CH3:16])[C:9](=[O:12])[NH:10][N:11]=1.C(N(C(C)C)C(C)C)C.CC[O:32][C:33](C)=[O:34]>CN(C)C1C=CN=CC=1.O1CCOCC1.O.[C-]#[O+].[C-]#[O+].[C-]#[O+].[C-]#[O+].[C-]#[O+].[C-]#[O+].[Mo].C(O[Pd]CC1C=CC=CC=1P(C1C=CC=CC=1C)C1C=CC=CC=1C)(=O)C>[CH3:16][C:15]1[NH:14][C:13]([CH3:17])=[C:8]2[C:7]=1[C:6]([CH2:5][C:4]1[CH:3]=[C:2]([CH:20]=[CH:19][CH:18]=1)[C:33]([OH:34])=[O:32])=[N:11][NH:10][C:9]2=[O:12] |f:6.7.8.9.10.11.12|. Reported procedure: 4-(3-Bromobenzyl)-5,7-dimethyl-2,6-dihydro-1H-pyrrolo[3,4-d]pyridazin-1-one (50) (0.188 g, 0.57 mmol), molybdenum hexacarbonyl (0.224 g, 0.85 mmol), N,N-dimethylpyridin-4-amine (0.138 g, 1.13 mmol), N-ethyl-N-isopropylpropan-2-amine (0.197 mL, 1.13 mmol) and acetoxy(2-(dio-tolylphosphino)benzyl)palladium (0.027 g, 0.03 mmol) were suspended in a mixture of dioxane (2.0 mL) and water (2.0 mL) and sealed into a microwave tube. The reaction was heated to 150° C. for 30 minutes in the microwave react... The reactants are CCCCCCCCCCCCCCCCNc1ccc(C(=O)Cl)cc1, ClCCl, CC(C)=O, Cl, NC(N)=O, [Na]. Product: CCCCCCCCCCCCCCCCNc1ccc(C(=O)NC(N)=O)cc1. RXN SMILES: [CH2:2]([CH2:3][CH2:4][CH2:5][CH2:6][CH2:7][CH2:8][CH2:9][CH2:10][CH2:11][CH2:12][CH2:13][CH2:14][CH2:15][CH2:16][CH3:17])[NH:18][c:19]1[cH:20][cH:21][c:22]([C:23](=[O:24])[Cl:25])[cH:26][cH:27]1.[CH2:37]([Cl:38])[Cl:39].[CH3:33][C:34](=[O:35])[CH3:36].[ClH:1].[NH2:28][C:29](=[O:30])[NH2:31].[Na:32]>>[CH2:2]([CH2:3][CH2:4][CH2:5][CH2:6][CH2:7][CH2:8][CH2:9][CH2:10][CH2:11][CH2:12][CH2:13][CH2:14][CH2:15][CH2:16][CH3:17])[NH:18][c:19]1[cH:20][cH:21][c:22]([C:23](=[O:24])[NH:28][C:29](=[O:30])[NH2:31])[cH:26][cH:27]1.